This data is from the Open Reaction Database (ORD), a public repository of structured organic reaction records. The task is: describe an organic reaction: reactants, conditions, products, and yield Starting materials: ClN1C(CCC1=O)=O (N-chlorosuccinimide), N1=C(N=CC=C1)C1(SCCCS1)C(=O)C1CCN(CC1)C(=O)OC(C)(C)C (tert-butyl 4-{[2-(pyrimidin-2-yl)-1,3-dithian-2-yl]carbonyl}piperidine-1-carboxylate). The reagents and catalysts are [N+](=O)([O-])[O-].[Ag+] (silver nitrate). Solvent: C(C)#N (acetonitrile), C(C)#N (acetonitrile), C(C)(=O)OCC (ethyl acetate). Conditions: time 10 minute. The product is O=C(C(=O)C1CCN(CC1)C(=O)OC(C)(C)C)C1=NC=CC=N1 (tert-Butyl 4-[oxo(pyrimidin-2-yl)acetyl]piperidine-1-carboxylate). RXN SMILES: [N:1]1[CH:6]=[CH:5][CH:4]=[N:3][C:2]=1[C:7]1([C:13]([CH:15]2[CH2:20][CH2:19][N:18]([C:21]([O:23][C:24]([CH3:27])([CH3:26])[CH3:25])=[O:22])[CH2:17][CH2:16]2)=[O:14])SCCCS1.ClN1C(=[O:34])CCC1=O>C(#N)C.C(OCC)(=O)C.[N+]([O-])([O-])=O.[Ag+]>[O:34]=[C:7]([C:2]1[N:3]=[CH:4][CH:5]=[CH:6][N:1]=1)[C:13]([CH:15]1[CH2:20][CH2:19][N:18]([C:21]([O:23][C:24]([CH3:27])([CH3:26])[CH3:25])=[O:22])[CH2:17][CH2:16]1)=[O:14] |f:4.5|. Reported procedure: A solution of tert-butyl 4-{[2-(pyrimidin-2-yl)-1,3-dithian-2-yl]carbonyl}piperidine-1-carboxylate (0.51 g, 1.24 mmol) in acetonitrile (10 ml) was added quickly to a well stirred solution of N-chlorosuccinimide (1.10 g, 8.24 mmol) and silver nitrate (1.54 g, 9.06 mmol) in aqueous 80% acetonitrile (30 ml) at room temperature. The mixture was stirred 10 min, then diluted with ethyl acetate, and washed successively with aqueous Na2S2O3 (2 N), 2 N sodium carbonate and brine. The organic layer was se... The reactants are C(C)N1N=CC=C1NC=1C(C(=O)O)=CC(=C(C1)OC)OC (N-(1-ethylpyrazol-5-yl)-4,5-dimethoxy anthranilic acid), O=P(Cl)(Cl)Cl (POCl3), ice water, [NH4+].[OH-] (NH4OH). The product is C(C)N1N=CC=2C1=NC1=CC(=C(C=C1C2Cl)OC)OC (1-ethyl-4-chloro-6,7-dimethoxy-1H-pyrazolo[3,4-b]quinoline). Yield: 62.0%. As a reaction SMILES: [CH2:1]([N:3]1[C:7]([NH:8][C:9]2[C:10](=[CH:14][C:15]([O:20][CH3:21])=[C:16]([O:18][CH3:19])[CH:17]=2)[C:11](O)=O)=[CH:6][CH:5]=[N:4]1)[CH3:2].O=P(Cl)(Cl)[Cl:24].[NH4+].[OH-]>>[CH2:1]([N:3]1[C:7]2=[N:8][C:9]3[C:10]([C:11]([Cl:24])=[C:6]2[CH:5]=[N:4]1)=[CH:14][C:15]([O:20][CH3:21])=[C:16]([O:18][CH3:19])[CH:17]=3)[CH3:2] |f:2.3|. Procedure details: A mixture of N-(1-ethylpyrazol-5-yl)-4,5-dimethoxy anthranilic acid (12.8 g, 44 mmol) and POCl3 (75 ml) was refluxed for 8 hours. The reaction mixture was cooled to room temperature, poured into ice-water and neutralized with concentrated NH4OH. The mixture was extracted with CH2Cl2 and the CH2Cl2 layer was dried over MgSO4 and evaporated to dryness. The residue was purified by column chromatography on silica gel eluting with CH2Cl2 /ether (9/1) to afford 8.0 g (62%) of 1-ethyl-4-chloro-6,7-dime...